From a dataset of the Open Reaction Database (ORD), a public repository of structured organic reaction records. describe an organic reaction: reactants, conditions, products, and yield Reactants: BrCC(=O)C1=CC=CC=C1 (2-bromo-1-phenylethanone), BrCC(=O)C1=CC=CC=C1 (2-Bromo-1-phenylethanone), C(C)(C)(C)OC(=O)NC(C(=O)O[C@H]1CN2CCC1CC2)C2=CC=C(C=C2)Cl ((R)-quinuclidin-3-yl 2-(tert-butoxycarbonylamino)-2-(4-chlorophenyl)acetate), BrCC(=O)C1=CC=CC=C1 (2-bromo-1-phenylethanone). The solvent is CCOC(=O)C (EtOAc). Run at time 36 hour. Yields the product [Br-].C(C)(C)(C)OC(=O)NC(C(=O)O[C@H]1C[N+]2(CCC1CC2)CC(C2=CC=CC=C2)=O)C2=CC=C(C=C2)Cl ((3R)-3-(2-(tert-butoxycarbonylamino)-2-(4-chlorophenyl)acetoxy)-1-(2-oxo-2-phenylethyl)-1-azoniabicyclo[2.2.2]octane bromide). Yield: 42.1%. RXN SMILES: [Br:1][CH2:2][C:3]([C:5]1[CH:10]=[CH:9][CH:8]=[CH:7][CH:6]=1)=[O:4].[C:11]([O:15][C:16]([NH:18][CH:19]([C:31]1[CH:36]=[CH:35][C:34]([Cl:37])=[CH:33][CH:32]=1)[C:20]([O:22][C@@H:23]1[CH:28]2[CH2:29][CH2:30][N:25]([CH2:26][CH2:27]2)[CH2:24]1)=[O:21])=[O:17])([CH3:14])([CH3:13])[CH3:12]>CCOC(C)=O>[Br-:1].[C:11]([O:15][C:16]([NH:18][CH:19]([C:31]1[CH:36]=[CH:35][C:34]([Cl:37])=[CH:33][CH:32]=1)[C:20]([O:22][C@@H:23]1[CH:28]2[CH2:27][CH2:26][N+:25]([CH2:2][C:3](=[O:4])[C:5]3[CH:10]=[CH:9][CH:8]=[CH:7][CH:6]=3)([CH2:30][CH2:29]2)[CH2:24]1)=[O:21])=[O:17])([CH3:14])([CH3:12])[CH3:13] |f:3.4|. Procedure details: 2-Bromo-1-phenylethanone (55.4 mg, 0.28 mmol) was added to a solution of (R)-quinuclidin-3-yl 2-(tert-butoxycarbonylamino)-2-(4-chlorophenyl)acetate (C47) (100 mg, 0.25 mmol) in EtOAc (3 ml). The reaction was stirred at RT for 36 hours, and then a second portion of 2-bromo-1-phenylethanone (50.4 mg, 0.25 mmol) was added, and the reaction was stirred at RT for additional 48 hours. The organic phase was washed with aq. Na2CO3, dried over Na2SO4 and evaporated. The crude was dissolved in acetonitri... Reactants: NC1=NC=NN2C1=C(C=C2C2CN(CC2)C(=O)OC(C)(C)C)C=2C=CC1=CN(N=C1C2)CC2=CC=CC=C2 (tert-butyl 3-[4-amino-5-(2-benzyl-2H-indazol-6-yl)pyrrolo[2,1-f][1,2,4]triazin-7-yl]pyrrolidine-1-carboxylate), FC(C(=O)O)(F)F (trifluoroacetic acid). Product: C(C1=CC=CC=C1)N1N=C2C=C(C=CC2=C1)C=1C=C(N2N=CN=C(C21)N)C2CNCC2 (5-(2-benzyl-2H-indazol-6-yl)-7-pyrrolidin-3-ylpyrrolo[2,1-f][1,2,4]triazin-4-amine). Conditions: time 1.5 hour. The solvent is ClCCl (dichloromethane). As a reaction SMILES: [NH2:1][C:2]1[C:7]2=[C:8]([C:23]3[CH:24]=[CH:25][C:26]4[C:30]([CH:31]=3)=[N:29][N:28]([CH2:32][C:33]3[CH:38]=[CH:37][CH:36]=[CH:35][CH:34]=3)[CH:27]=4)[CH:9]=[C:10]([CH:11]3[CH2:15][CH2:14][N:13](C(OC(C)(C)C)=O)[CH2:12]3)[N:6]2[N:5]=[CH:4][N:3]=1.FC(F)(F)C(O)=O>ClCCl>[CH2:32]([N:28]1[CH:27]=[C:26]2[C:30]([CH:31]=[C:23]([C:8]3[CH:9]=[C:10]([CH:11]4[CH2:15][CH2:14][NH:13][CH2:12]4)[N:6]4[C:7]=3[C:2]([NH2:1])=[N:3][CH:4]=[N:5]4)[CH:24]=[CH:25]2)=[N:29]1)[C:33]1[CH:34]=[CH:35][CH:36]=[CH:37][CH:38]=1. Procedure: To a dry flask was added tert-butyl 3-[4-amino-5-(2-benzyl-2H-indazol-6-yl)pyrrolo[2,1-f][1,2,4]triazin-7-yl]pyrrolidine-1-carboxylate (420 mg, 0.824 mmol) followed by a solution of 1:1 trifluoroacetic acid in dichloromethane (3 mL). The mixture was stirred under N2 atmosphere for 1.5 h. The reaction was then partitioned between dichloromethane (150 mL) and 10% aqueous potassium carbonate. The aqueous layer was back extracted with dichloromethane (2×25 mL). The combined organic layer was washed ... The yield is 94.8%. Starting materials: OC=1C=CC2=C(CCC(O2)C(=O)OCC)C1 (ethyl 3,4-dihydro-6-hydroxy-2H-1-benzopyran-2-carboxylate), [H-].[Na+] (sodium hydride), ClCC1=CC=CC=C1 ((chloromethyl)benzene). Solvent: CN(C=O)C (N,N-dimethylformamide), CN(C=O)C (N,N-dimethylformamide). Run at time 30 minute. Product: C1(=CC=CC=C1)COC=1C=CC2=C(CCC(O2)C(=O)OCC)C1 (ethyl 3,4-dihydro-6-(phenylmethoxy)-2H-1-benzopyran-2-carboxylate), intermediate 29. Isolated yield 76.9%. Reaction SMILES: [OH:1][C:2]1[CH:3]=[CH:4][C:5]2[O:10][CH:9]([C:11]([O:13][CH2:14][CH3:15])=[O:12])[CH2:8][CH2:7][C:6]=2[CH:16]=1.[H-].[Na+].Cl[CH2:20][C:21]1[CH:26]=[CH:25][CH:24]=[CH:23][CH:22]=1>CN(C)C=O>[C:21]1([CH2:20][O:1][C:2]2[CH:3]=[CH:4][C:5]3[O:10][CH:9]([C:11]([O:13][CH2:14][CH3:15])=[O:12])[CH2:8][CH2:7][C:6]=3[CH:16]=2)[CH:26]=[CH:25][CH:24]=[CH:23][CH:22]=1 |f:1.2|. Procedure details: To a stirred solution of 5.6 parts of ethyl 3,4-dihydro-6-hydroxy-2H-1-benzopyran-2-carboxylate in 90 parts of N,N-dimethylformamide were added portionwise 1.2 parts of a sodium hydride dispersion 50%. Upon completion, stirring was continued for 30 minutes. A solution of 3.1 parts of (chloromethyl)benzene in 18 parts of N,N-dimethylformamide was added dropwise. Upon completion, the whole was stirred for 22 hours at 70° C. The reaction mixture was evaporated. Water was added. The product was extr... Procedure: 8.0 mmol of 1-(6-bromohexyl)-5-methoxy-2-(4-methoxyphenyl)-3-methyl indole and 8.8 mmol of phthalamidepotassium are heated in 100 ml of anhydrous dimethylformamide for 2 hours under reflux. Following cooling the product is shaken with dichloromethane and H2O. The product is then dried over Na2SO4 and the solvent distilled off. The residue is chromatographed on silica gel with dichloromethane. To liberate the amine the so-obtained colorless crystals are taken up in 50 ml of ethanol (99%) and mixe... As a reaction SMILES: Br[CH2:2][CH2:3][CH2:4][CH2:5][CH2:6][CH2:7][N:8]1[C:16]2[C:11](=[CH:12][C:13]([O:17][CH3:18])=[CH:14][CH:15]=2)[C:10]([CH3:19])=[C:9]1[C:20]1[CH:25]=[CH:24][C:23]([O:26][CH3:27])=[CH:22][CH:21]=1.ClCCl.O.C[N:33](C)C=O>>[NH2:33][CH2:2][CH2:3][CH2:4][CH2:5][CH2:6][CH2:7][N:8]1[C:16]2[C:11](=[CH:12][C:13]([O:17][CH3:18])=[CH:14][CH:15]=2)[C:10]([CH3:19])=[C:9]1[C:20]1[CH:25]=[CH:24][C:23]([O:26][CH3:27])=[CH:22][CH:21]=1. The reactants are ClCCl (dichloromethane), O (H2O), BrCCCCCCN1C(=C(C2=CC(=CC=C12)OC)C)C1=CC=C(C=C1)OC (1-(6-bromohexyl)-5-methoxy-2-(4-methoxyphenyl)-3-methyl indole), CN(C=O)C (dimethylformamide). The product is NCCCCCCN1C(=C(C2=CC(=CC=C12)OC)C)C1=CC=C(C=C1)OC (1-(6-amino-hexyl)-5-methoxy-2-(4-methoxyphenyl)-3-methyl-indole). Reactants: CC(C)(C)C1=CC=C(C=C1C1=C(C=CC(=C1)OC)F)COC1=CC=C(C=C1)[C@@H](CC(=O)O)\C=C\C ((3S,4E)-3-(4-(((6-(1,1-Dimethylethyl)-2′-fluoro-5′-(methyloxy)-1,1′-biphenyl-3-yl)methyl)oxy)phenyl)-4-hexenoic acid), solution, [Li+].[OH-] (LiOH). Solvent: C1CCOC1.CO (THF MeOH). Reaction conditions: temperature 23 celsius, time 8 hour. Product: CC(C)(C)C1=CC=C(C=C1C1=C(C=CC(=C1)OC)F)COC1=CC=C(C=C1)[C@@H](CC(=O)O)C=C ((3S)-3-(4-(((6-(1,1-Dimethylethyl)-2′-fluoro-5′-(methyloxy)-1,1′-biphenyl-3-yl)methyl)oxy)phenyl)-4-pentenoic acid). Isolated yield 58.0%. RXN SMILES: [CH3:1][C:2]([C:5]1[C:10]([C:11]2[CH:16]=[C:15]([O:17][CH3:18])[CH:14]=[CH:13][C:12]=2[F:19])=[CH:9][C:8]([CH2:20][O:21][C:22]2[CH:27]=[CH:26][C:25]([C@H:28](/[CH:33]=[CH:34]/C)[CH2:29][C:30]([OH:32])=[O:31])=[CH:24][CH:23]=2)=[CH:7][CH:6]=1)([CH3:4])[CH3:3].[Li+].[OH-]>C1COCC1.CO>[CH3:4][C:2]([C:5]1[C:10]([C:11]2[CH:16]=[C:15]([O:17][CH3:18])[CH:14]=[CH:13][C:12]=2[F:19])=[CH:9][C:8]([CH2:20][O:21][C:22]2[CH:23]=[CH:24][C:25]([C@H:28]([CH:33]=[CH2:34])[CH2:29][C:30]([OH:32])=[O:31])=[CH:26][CH:27]=2)=[CH:7][CH:6]=1)([CH3:1])[CH3:3] |f:1.2,3.4|. Reported procedure: To a solution of 1 (0.040 g, 0.082 mmol) in THF/MeOH (2/1) (1.5 mL) was added a 1 M solution of LiOH (0.50 mL, 0.50 mmol). The resulting mixture was stirred overnight at 23° C., quenched with excess 1 N HCl, and extracted with EtOAc. The combined organic layers were dried over Na2SO4 and concentrated. The crude residue was purified by silica gel chromatography (0 to 40% EtOAc/hexanes) to afford 19 (0.022 g, 59% yield). MS ESI (neg.) m/e: 461.2 (M−H)+. The reactants are COC1=CC2=C(C(C(N(CC2)CCCN(CCC2=CC(=C(C=C2)OC)OC)C)=O)=O)C=C1OC (1-[7,8-dimethoxy-1,3,4,5-tetrahydro-2H-3-benzazepin-1,2-dion-3-yl]-3-[N-methyl-N-(2-{3,4-dimethoxy-phenyl}-ethyl)-amino]-propane), [Cl-].[NH4+] (ammonium chloride), [H-].[Al+3].[Li+].[H-].[H-].[H-] (lithium aluminum hydride), ice water. The solvent is CCOCC (ether), O1CCCC1 (tetrahydrofuran), CC(=O)C (acetone). Product: Cl.Cl.OC1CN(CCC2=C1C=C(C(=C2)OC)OC)CCCN(CCC2=CC(=C(C=C2)OC)OC)C (1-[1-Hydroxy-7,8-dimethoxy-2,3,4,5-tetrahydro-1H-3-benzazepin-3-yl]-3-[-methyl-N-(2-{3,4-dimethoxyphenyl}-ethyl)-amino]-propane dihydrochloride). Reaction SMILES: [CH3:1][O:2][C:3]1[C:32]([O:33][CH3:34])=[CH:31][C:6]2[C:7](=[O:30])[C:8](=O)[N:9]([CH2:12][CH2:13][CH2:14][N:15]([CH3:28])[CH2:16][CH2:17][C:18]3[CH:23]=[CH:22][C:21]([O:24][CH3:25])=[C:20]([O:26][CH3:27])[CH:19]=3)[CH2:10][CH2:11][C:5]=2[CH:4]=1.[H-].[Al+3].[Li+].[H-].[H-].[H-].[Cl-:41].[NH4+]>CCOCC.O1CCCC1.CC(C)=O>[ClH:41].[ClH:41].[OH:30][CH:7]1[C:6]2[CH:31]=[C:32]([O:33][CH3:34])[C:3]([O:2][CH3:1])=[CH:4][C:5]=2[CH2:11][CH2:10][N:9]([CH2:12][CH2:13][CH2:14][N:15]([CH3:28])[CH2:16][CH2:17][C:18]2[CH:23]=[CH:22][C:21]([O:24][CH3:25])=[C:20]([O:26][CH3:27])[CH:19]=2)[CH2:8]1 |f:1.2.3.4.5.6,7.8,12.13.14|. Procedure details: 2.45 gm (5 mmols) of 1-[7,8-dimethoxy-1,3,4,5-tetrahydro-2H-3-benzazepin-1,2-dion-3-yl]-3-[N-methyl-N-(2-{3,4-dimethoxy-phenyl}-ethyl)-amino]-propane were dissolved in a mixture of 100 ml of ether and 50 ml of tetrahydrofuran, and then 0.76 gm of lithium aluminum hydride were added in batches, while stirring. The resulting mixture was refluxed for one hour, cooled with ice water and mixed with 15% ammonium chloride solution. The hydroxide precipitate was suction-filtered off and washed with ethe... Reactants: OC1=C(C=CC=C1)C1=CC=CC=2NN=NC21 ((2′-hydroxyphenyl)benzotriazole), OC1=C(C=CC=C1)C1=CC=CC=2NN=NC21 ((2′-hydroxyphenyl)benzotriazole), OC1=C(C=C(C=C1C(C)(C)C)C)C1=C(C=CC=2NN=NC21)Cl ((2′-hydroxy-3′-tertiary butyl-5′-methylphenyl)-5-chlorobenzotriazole), OC1=C(C=C(C=C1C(C)(C)C)C)C1=C(C=CC=2NN=NC21)Cl ((2′-hydroxy-3′-tertiary butyl-5′-methylphenyl)-5-chlorobenzotriazole), OC1=C(C=C(C=C1)C)C1=CC=CC=2NN=NC21 ((2′-hydroxy-5′-methyl phenyl)benzotriazole), OC1=C(C=C(C=C1)C)C1=CC=CC=2NN=NC21 ((2′-hydroxy-5′-methylphenyl)benzotriazole), OC1=C(C=C(C=C1)C)C1=CC=CC=2NN=NC21 ((2′-hydroxy-5′-methyl phenyl)benzotriazole), OC1=C(C=C(C=C1)C)C1=CC=CC=2NN=NC21 ((2′-hydroxy-5′-methylphenyl)benzotriazole). The product is N1N=NC2=C1C=CC=C2 (Benzotriazole). RXN SMILES: OC1C=CC=CC=1[C:8]1[C:16]2[N:15]=[N:14][NH:13][C:12]=2[CH:11]=[CH:10][CH:9]=1.OC1C=CC(C)=CC=1C1C2N=NNC=2C=CC=1.OC1C(C(C)(C)C)=CC(C)=CC=1C1C2N=NNC=2C=CC=1Cl>>[NH:13]1[C:12]2[CH:11]=[CH:10][CH:9]=[CH:8][C:16]=2[N:15]=[N:14]1. Procedure: (2′-hydroxyphenyl)benzotriazole, (2′-hydroxy-5′-methylphenyl)benzotriazole, (2′-hydroxy-5′-methyl phenyl)benzotriazole, and (2′-hydroxy-3′-tertiary butyl-5′-methylphenyl)-5-chlorobenzotriazole. (2′-hydroxyphenyl)benzotriazole, (2′-hydroxy-5′-methylphenyl)benzotriazole, (2′-hydroxy-5′-methyl phenyl)benzotriazole, and (2′-hydroxy-3′-tertiary butyl-5′-methylphenyl)-5-chlorobenzotriazole.